This data is from the Open Reaction Database (ORD), a public repository of structured organic reaction records. The task is: describe an organic reaction: reactants, conditions, products, and yield Starting materials: OC1=CC=C(C=O)C=C1 (4-hydroxybenzaldehyde), [OH-].[Na+] (sodium hydroxide), ClCCO (2-chloroethanol). Run in O (water). The product is OCCOC1=CC=C(C=O)C=C1 (4-(2-Hydroxyethoxy)benzaldehyde). RXN SMILES: [OH:1][C:2]1[CH:9]=[CH:8][C:5]([CH:6]=[O:7])=[CH:4][CH:3]=1.[OH-].[Na+].Cl[CH2:13][CH2:14][OH:15]>O>[OH:15][CH2:14][CH2:13][O:1][C:2]1[CH:9]=[CH:8][C:5]([CH:6]=[O:7])=[CH:4][CH:3]=1 |f:1.2|. Procedure: A mixture of 4-hydroxybenzaldehyde (45.5 g), sodium hydroxide (15 g) and 2-chloroethanol (30 g, 25 ml) was heated at reflux in water (200 ml) for 7 hours. The mixture was cooled and extracted with dichloromethane (200 ml). The dichloromethane solution was washed with sodium hydroxide solution (2M, 2×150 ml), brine (150 ml), dried (MgSO4) and evaporated to afford the title compound as an oil. Starting materials: N1(CCCC1)C1CN(CC1)C(=O)C1=CC=C(C=C1)CC1=NC2=C(N1CC)C=CC=C2 (1,3′-bipyrrolidin-1′-yl(4-((1-ethyl-1H-benzo[d]imidazol-2-yl)methyl)phenyl)methanone), B.O1CCCC1 (borane tetrahydrofuran). Solvent: O1CCCC1 (tetrahydrofuran). Run at time 3 hour. The product is C(C)N1C(=NC2=C1C=CC=C2)CC2=CC=C(CN1C[C@H](CC1)N1CCCC1)C=C2 ((3′S)-1′-{4-[(1-Ethyl-1H-benzimidazol-2-yl)methyl]benzyl}-1,3′-bipyrrolidine). The yield is 65.0%. As a reaction SMILES: [N:1]1([CH:6]2[CH2:10][CH2:9][N:8]([C:11]([C:13]3[CH:18]=[CH:17][C:16]([CH2:19][C:20]4[N:24]([CH2:25][CH3:26])[C:23]5[CH:27]=[CH:28][CH:29]=[CH:30][C:22]=5[N:21]=4)=[CH:15][CH:14]=3)=O)[CH2:7]2)[CH2:5][CH2:4][CH2:3][CH2:2]1.B.O1CCCC1>O1CCCC1>[CH2:25]([N:24]1[C:23]2[CH:27]=[CH:28][CH:29]=[CH:30][C:22]=2[N:21]=[C:20]1[CH2:19][C:16]1[CH:15]=[CH:14][C:13]([CH2:11][N:8]2[CH2:9][CH2:10][C@H:6]([N:1]3[CH2:5][CH2:4][CH2:3][CH2:2]3)[CH2:7]2)=[CH:18][CH:17]=1)[CH3:26] |f:1.2|. Procedure: To a solution of 1,3′-bipyrrolidin-1′-yl(4-((1-ethyl-1H-benzo[d]imidazol-2-yl)methyl)phenyl)methanone (69 mg, 0.172 mmol, 1 eq) in anhydrous tetrahydrofuran (3 mL) was added borane-tetrahydrofuran complex (860 μL, 0.860 mmol, 1 M in tetrahydrofuran) and the reaction mixture has heated to reflux and allowed to stir for 3 h. The reaction mixture was cooled to room temperature, quenched by dropwise addition of methanol, and the solvent was evaporated under reduced pressure. The residue was treated ... The reactants are CO, Cl, CCOc1csc(N)c1C#N, O. The product is N#Cc1c(O)csc1N. As a reaction SMILES: [CH3:13][OH:14].[ClH:1].[NH2:2][c:3]1[s:4][cH:5][c:6]([O:10][CH2:11][CH3:12])[c:7]1[C:8]#[N:9].[OH2:15]>>[NH2:2][c:3]1[s:4][cH:5][c:6]([OH:10])[c:7]1[C:8]#[N:9].